This data is from the Open Reaction Database (ORD), a public repository of structured organic reaction records. The task is: describe an organic reaction: reactants, conditions, products, and yield Starting materials: C(C)C1=C(C(=CC(=C1)C)CC)B(O)O (2,6-diethyl-4-methylphenylboronic acid), CCCCCC.C(C)(=O)OCC (hexane ethyl acetate), CC1=C(C=CC=C1)P(C2=C(C=CC=C2)C)C3=C(C=CC=C3)C (P(o-tolyl)3). Reagents/catalysts: C=1C=CC(=CC1)/C=C/C(=O)/C=C/C2=CC=CC=C2.C=1C=CC(=CC1)/C=C/C(=O)/C=C/C2=CC=CC=C2.[Pd] (Pd(dba)2). Product: C(C)C1=C(C(=CC(=C1)C)CC)CC(=O)OCC (ethyl 2,6-diethyl-4-methylphenylacetate). Reaction SMILES: [CH2:1]([C:3]1[CH:8]=[C:7]([CH3:9])[CH:6]=[C:5]([CH2:10][CH3:11])[C:4]=1B(O)O)[CH3:2].CC1C=CC=CC=1P(C1C=CC=CC=1C)C1C=CC=CC=1C.CCCCCC.[C:43]([O:46][CH2:47][CH3:48])(=[O:45])[CH3:44]>C1C=CC(/C=C/C(/C=C/C2C=CC=CC=2)=O)=CC=1.C1C=CC(/C=C/C(/C=C/C2C=CC=CC=2)=O)=CC=1.[Pd]>[CH2:1]([C:3]1[CH:8]=[C:7]([CH3:9])[CH:6]=[C:5]([CH2:10][CH3:11])[C:4]=1[CH2:44][C:43]([O:46][CH2:47][CH3:48])=[O:45])[CH3:2] |f:2.3,4.5.6|. Reported procedure: Ethyl 2,6-diethyl-4-methylphenylacetate was prepared by the general experimental method from 2,6-diethyl-4-methylphenylboronic acid (186 mg, 1.00 mmol). This involved using 5.75 mg [0.01 mmol] of Pd(dba)2 and 9.1 mg [0.03 mmol] of P(o-tolyl)3. After workup by column chromatography (hexane/ethyl acetate, 5:1), ethyl 2,6-diethyl-4-methylphenylacetate is obtained as a colourless liquid in a yield of 54% of theory. 1H NMR (400 MHz, CDCl3): δ=6.91 (s, 2H), 4.16 (q, J=7.2 Hz, 2H), 3.71 (s, 2H), 2.61-2... The reactants are CC(=O)OC(C)=O, CN(C)c1ccncc1, ClCCl, O=[N+]([O-])CC(O)c1cc(F)cc(F)c1. Yields the product O=[N+]([O-])C=Cc1cc(F)cc(F)c1. As a reaction SMILES: [CH3:1][C:2]([O:3][C:4](=[O:5])[CH3:6])=[O:7].[CH3:22][N:23]([CH3:24])[c:25]1[cH:26][cH:27][n:28][cH:29][cH:30]1.[Cl:31][CH2:32][Cl:33].[F:8][c:9]1[cH:10][c:11]([CH:16]([CH2:17][N+:18](=[O:19])[O-:20])[OH:21])[cH:12][c:13]([F:15])[cH:14]1>>[F:8][c:9]1[cH:10][c:11]([CH:16]=[CH:17][N+:18](=[O:19])[O-:20])[cH:12][c:13]([F:15])[cH:14]1. The reactants are ClCCl, Cc1ccccc1NCCC(=O)O, Cc1ccccc1NCCC(=O)O, O=C(Cl)Cl, Cl. Yields the product Cc1ccccc1N(CCC(=O)O)C(=O)Cl. Reaction SMILES: [CH2:32]([Cl:33])[Cl:34].[CH3:19][c:20]1[cH:21][cH:22][cH:23][cH:24][c:25]1[NH:26][CH2:27][CH2:28][C:29]([OH:30])=[O:31].[CH3:1][c:2]1[c:3]([NH:4][CH2:5][CH2:6][C:7](=[O:8])[OH:9])[cH:10][cH:11][cH:12][cH:13]1.[Cl:14][C:15]([Cl:16])=[O:17].[ClH:18]>>[CH3:1][c:2]1[c:3]([N:4]([CH2:5][CH2:6][C:7](=[O:8])[OH:9])[C:15]([Cl:14])=[O:17])[cH:10][cH:11][cH:12][cH:13]1. The reactants are aqueous solution, Cl.ClCCN (2-chloroethylamine hydrochloride), [OH-].[Na+] (sodium hydroxide), [OH-].[Na+] (sodium hydroxide), 936, C1(=CC=CC=C1)OC(=O)Cl (phenylchloroformate). Run in C(Cl)Cl (methylene chloride). The product is ClCCNC(OC1=CC=CC=C1)=O (O-phenyl N-(2-chloroethyl)-carbamate). RXN SMILES: Cl.[Cl:2][CH2:3][CH2:4][NH2:5].[OH-].[Na+].[C:8]1([O:14][C:15](Cl)=[O:16])[CH:13]=[CH:12][CH:11]=[CH:10][CH:9]=1>C(Cl)Cl>[Cl:2][CH2:3][CH2:4][NH:5][C:15](=[O:16])[O:14][C:8]1[CH:13]=[CH:12][CH:11]=[CH:10][CH:9]=1 |f:0.1,2.3|. Procedure details: 1500 ml of an aqueous solution of 696 g (6 moles) of 2-chloroethylamine hydrochloride and 1500 g of sodium hydroxide solution containing 480 g (12 moles) of sodium hydroxide are simultaneously added dropwise to a solution of 936 (6 moles) of phenylchloroformate in 3 l of methylene chloride at 15° to 20° C. The mixture is worked up as described under Example 7 to give 1161 g of O-phenyl N-(2-chloroethyl)-carbamate of melting point 65° to 67° C.; purity according to gas chromatography: 95.7% (93% ... Reactants: C(CCC)N (n-butylamine), OC1=CC=C(C=C1)CCC(CC(C)=O)=O (6-(4-Hydroxyphenyl)hexane-2,4-dione), B(=O)OB=O (boron trioxide), C(=O)(O)[O-].[Na+] (NaHCO3), OC1=CC(=C(C=O)C=C1)OC (4-hydroxy-2-methoxybenzaldehyde), B(OCCCC)(OCCCC)OCCCC (tri-n-butyl borate), Cl (HCl). Solvent: C(C)(=O)OCC (ethyl acetate), [Cl-].[Na+].O (brine). Run at time 1 hour. The product is OC1=CC(=C(C=C1)\C=C\C(CC(CCC1=CC=C(C=C1)O)=O)=O)OC ((E)-1-(4-hydroxy-2-methoxyphenyl)-7-(4-hydroxyphenyl)hept-1-ene-3,5-dione). Isolated yield 43.7%. As a reaction SMILES: [OH:1][C:2]1[CH:7]=[CH:6][C:5]([CH2:8][CH2:9][C:10](=[O:15])[CH2:11][C:12](=[O:14])[CH3:13])=[CH:4][CH:3]=1.B(OB=O)=O.[OH:21][C:22]1[CH:29]=[CH:28][C:25]([CH:26]=O)=[C:24]([O:30][CH3:31])[CH:23]=1.B(OCCCC)(OCCCC)OCCCC.C(N)CCC.Cl.C([O-])(O)=O.[Na+]>C(OCC)(=O)C.[Cl-].[Na+].O>[OH:21][C:22]1[CH:29]=[CH:28][C:25](/[CH:26]=[CH:13]/[C:12](=[O:14])[CH2:11][C:10](=[O:15])[CH2:9][CH2:8][C:5]2[CH:4]=[CH:3][C:2]([OH:1])=[CH:7][CH:6]=2)=[C:24]([O:30][CH3:31])[CH:23]=1 |f:6.7,9.10.11|. Procedure: 6-(4-Hydroxyphenyl)hexane-2,4-dione (18 mg, 87 μmol) and boron trioxide (22 mg, 0.32 mmol) was placed in a 20 mL reaction vessel, and dissolved in 0.4 mL of ethyl acetate. To the stirring solution at 80° C. were added 4-hydroxy-2-methoxybenzaldehyde (12 mg, 78 μmol) and tri-n-butyl borate (50 μL, 0.19 mmol). After the reaction mixture was stirred for 2 h at the same temperature, n-butylamine (19 μL, 0.19 mmol) was added with additional stirring for 1 h. The reaction mixture was treated with a 1:...